Dataset: the Open Reaction Database (ORD), a public repository of structured organic reaction records. Task: describe an organic reaction: reactants, conditions, products, and yield Isolated yield 58.6%. RXN SMILES: [Cl:1][C:2]1[CH:3]=[CH:4][C:5]2[NH:11][C:10](=[O:12])[C:9](C(OC)=O)([CH3:13])[CH:8]([C:18]3[CH:23]=[CH:22][C:21]([O:24][CH3:25])=[CH:20][CH:19]=3)[CH2:7][C:6]=2[CH:26]=1.[I-].[Li+]>N1C=CC=CC=1.C(OCC)(=O)C>[Cl:1][C:2]1[CH:3]=[CH:4][C:5]2[NH:11][C:10](=[O:12])[C@@H:9]([CH3:13])[C@@H:8]([C:18]3[CH:19]=[CH:20][C:21]([O:24][CH3:25])=[CH:22][CH:23]=3)[CH2:7][C:6]=2[CH:26]=1 |f:1.2|. The solvent is N1=CC=CC=C1 (pyridine), C(C)(=O)OCC (ethyl acetate). The reactants are ClC=1C=CC2=C(CC(C(C(N2)=O)(C)C(=O)OC)C2=CC=C(C=C2)OC)C1 (7-chloro-1,3,4,5-tetrahydro-3-(methoxycarbonyl)-4-(4-methoxyphenyl)-3-methyl-2H-1-benzazepin-2-one), [I-].[Li+] (lithium iodide). Reported procedure: A mixture of 800 mg of 7-chloro-1,3,4,5-tetrahydro-3-(methoxycarbonyl)-4-(4-methoxyphenyl)-3-methyl-2H-1-benzazepin-2-one (2.16 mmole), 1.14 g of lithium iodide (8.56 mmoles, 4 equiv.) in 20 ml of pyridine was refluxed for 20 hours. The cooled mixture was diluted with 200 ml of ethyl acetate, then washed with four 30 ml portions of 1N hydrochloric acid, two 30 ml portions of saturated cupric sulfate, 30 ml of water. The organic layer was dried (magnesium sulfate) and concentrated. The residue wa... Yields the product ClC=1C=CC2=C(C[C@@H]([C@@H](C(N2)=O)C)C2=CC=C(C=C2)OC)C1 ((cis)-7-chloro-1,3,4,5-tetrahydro-4-(4-methoxyphenyl)-3-methyl-2H-1-benzazepin-2-one). Reactants: Cl.ClCCCN (chloropropylamine hydrochloride), [OH-].[Na+] (sodium hydroxide), C(#N)C1=CC2=C(OC(C3C2O3)(C)C)C=C1 (6-cyano-3,4-epoxy-3,4-dihydro-2,2-dimethyl-2H-benzo[b]pyran), C(C)O (ethanol). Reaction conditions: time 15 day. Product: Cl.C(#N)C1=CC=2[C@@H](O[C@@H](C(C2NCCCCl)(O)C)C)C=C1 (6-Cyano-Trans-4-(3-chloropropylamino)-3,2-dimethyl-2H-benzo[b]pyran-3-ol hydrochloride). RXN SMILES: Cl.[Cl:2][CH2:3][CH2:4][CH2:5][NH2:6].[OH-].[Na+].[C:9]([C:11]1[CH:23]=[CH:22][C:14]2[O:15][C:16]([CH3:21])(C)[CH:17]3[O:19][CH:18]3[C:13]=2[CH:12]=1)#[N:10].[CH2:24](O)C>>[ClH:2].[C:9]([C:11]1[CH:23]=[CH:22][C@@H:14]2[O:15][C@H:16]([CH3:21])[C:17]([CH3:24])([OH:19])[C:18]([NH:6][CH2:5][CH2:4][CH2:3][Cl:2])=[C:13]2[CH:12]=1)#[N:10] |f:0.1,2.3,6.7|. Reported procedure: To a stirred solution of chloropropylamine hydrochloride (2.0 g) and sodium hydroxide pellets (0.5 g) in ethanol (150 ml) was added 6-cyano-3,4-epoxy-3,4-dihydro-2,2-dimethyl-2H-benzo[b]pyran (2.0 g, prepared as described in U.K. patent 1,511,187, Example 7). The reaction mixture was stirred at room temperature for 15 days and monitored by TLC. The solution was filtered and evaporated, and the resulting gum (1.74 g) chromatographed on 200 g silica gel with elution by ethyl acetate. The early, ch... Starting materials: BrN1C(CCC1=O)=O (N-Bromosuccinimide), N1=CC(=CC=C1)CN1C=2N=C(NC(C2N=C1)=O)N (9-[(3-pyridyl)methyl]guanine). The solvent is C(C)(=O)O (acetic acid). Run at time 3.5 hour. Product: BrC=1N(C=2N=C(NC(C2N1)=O)N)CC=1C=NC=CC1 (8-Bromo-9-[(3-pyridinyl)methyl]guanine). RXN SMILES: [Br:1]N1C(=O)CCC1=O.[N:9]1[CH:14]=[CH:13][CH:12]=[C:11]([CH2:15][N:16]2[CH:24]=[N:23][C:22]3[C:21](=[O:25])[NH:20][C:19]([NH2:26])=[N:18][C:17]2=3)[CH:10]=1>C(O)(=O)C>[Br:1][C:24]1[N:16]([CH2:15][C:11]2[CH:10]=[N:9][CH:14]=[CH:13][CH:12]=2)[C:17]2[N:18]=[C:19]([NH2:26])[NH:20][C:21](=[O:25])[C:22]=2[N:23]=1. Procedure: N-Bromosuccinimide (1.59 g; 8.95 mmol) was added to a suspension of 9-[(3-pyridyl)methyl]guanine (2.0 g; 8.14 mmol) in glacial acetic acid (20 ml) and the mixture was stirred at room temperature for 3.5 hours. The reaction mixture was concentrated under reduced pressure and then diluted with water and filtered. The crude product was triturated with water, filtered, and washed with water and dried. Yield 1.91 g; mp >300° C. Reactants: C1CC(=O)N(C1=O)Br (NBS), C(C)(=O)C1=C(NC=C1C)C (3-acetyl-2,4-dimethyl-1H-pyrrole), S(=O)([O-])[O-].[Na+].[Na+] (Sodium sulfite). As a reaction SMILES: [C:1]([C:4]1[C:8]([CH3:9])=[CH:7][NH:6][C:5]=1[CH3:10])(=[O:3])[CH3:2].C1C(=O)N([Br:18])C(=O)C1.S([O-])([O-])=O.[Na+].[Na+]>C1COCC1>[C:1]([C:4]1[C:8]([CH3:9])=[C:7]([Br:18])[NH:6][C:5]=1[CH3:10])(=[O:3])[CH3:2] |f:2.3.4|. The solvent is C1CCOC1 (THF). Procedure details: To a stirred suspension of 3-acetyl-2,4-dimethyl-1H-pyrrole (2.89 g, 21.1 mmol) in THF (80 mL) was added NBS (3.75 g, 21.1 mmol) at −78° C. under nitrogen. After stirring for 30 minutes at same temperature, the mixture was allowed to warm to room temperature and stirred for 1 hour. Sodium sulfite (4.3 g) was added to the mixture and volatiles were removed by evaporation. Water (100 mL) was added to the mixture, and the precipitates were collected by filtration to give 5.33 g (quant. including wa... The product is C(C)(=O)C1=C(NC(=C1C)Br)C (3-Acetyl-5-bromo-2,4-dimethyl-1H-pyrrole). Run at time 30 minute. Starting materials: CN1C(CC2=CC(=CC=C12)C(=O)OCC1=CC=CC=C1)=O (benzyl 1-methyl-oxindole-5-carboxylate). Reagents/catalysts: [Pd] (Pd/C). Solvent: C(C)(=O)OCC (ethyl acetate), CO (methanol). Run at time 18 hour. Product: CN1C(CC2=CC(=CC=C12)C(=O)O)=O (1-methyl-oxindole-5-carboxylic acid). Yield: 56.3%. As a reaction SMILES: [CH3:1][N:2]1[C:10]2[C:5](=[CH:6][C:7]([C:11]([O:13]CC3C=CC=CC=3)=[O:12])=[CH:8][CH:9]=2)[CH2:4][C:3]1=[O:21]>C(OCC)(=O)C.CO.[Pd]>[CH3:1][N:2]1[C:10]2[C:5](=[CH:6][C:7]([C:11]([OH:13])=[O:12])=[CH:8][CH:9]=2)[CH2:4][C:3]1=[O:21]. Procedure: A solution of Example 59A (1.2 g, 4.27 mmol) in ethyl acetate (30 mL) and methanol (20 mL) was treated with 10% Pd/C (200 mg), stirred under hydrogen (balloon) for 18 hours, filtered through diatomaceous earth (Celite®) with 9:1 dichloromethane/methanol solution rinses, and concentrated to provide 460 mg of the desired product. Starting materials: C(C)OC=1C=C2[C@]3([C@@H](N(C2=CC1)C)N(CC3)C)C ((3aS-cis)-5-ethoxy-1,2,3,3a,8,8a-hexahydro-1,3a,8-trimethylpyrrolo[2,3-b]indole), F[B-](F)(F)F.O=[N+]=O (nitronium tetrafluoroborate). The solvent is C(Cl)(Cl)Cl (chloroform). Conditions: time 20 minute. Yields the product C(C)OC=1C=C2[C@]3([C@@H](N(C2=C(C1)[N+](=O)[O-])C)N(CC3)C)C ((3aS-cis)-5-ethoxy-1,2,3,3a,8,8a- hexahydro-7-nitro-1,3a,8-trimethylpyrrolo[2,3-b]indole). As a reaction SMILES: [CH2:1]([O:3][C:4]1[CH:5]=[C:6]2[C:10](=[CH:11][CH:12]=1)[N:9]([CH3:13])[C@H:8]1[N:14]([CH3:17])[CH2:15][CH2:16][C@@:7]21[CH3:18])[CH3:2].F[B-](F)(F)F.[O:24]=[N+:25]=[O:26]>C(Cl)(Cl)Cl>[CH2:1]([O:3][C:4]1[CH:5]=[C:6]2[C:10](=[C:11]([N+:25]([O-:26])=[O:24])[CH:12]=1)[N:9]([CH3:13])[C@H:8]1[N:14]([CH3:17])[CH2:15][CH2:16][C@@:7]21[CH3:18])[CH3:2] |f:1.2|. Reported procedure: A degassed solution, under nitrogen, of 3.70 g of (3aS-cis)-5-ethoxy-1,2,3,3a,8,8a-hexahydro-1,3a,8-trimethylpyrrolo[2,3-b]indole in 50 ml of dry chloroform was treated with 2.00 g of nitronium tetrafluoroborate at a reaction temperature of +10°. After 20 minutes, the reaction was quenched by the addition of ice and saturated sodium bicarbonate solution with vigorous stirring. The organic layer was separated, dried over anhydrous sodium sulfate and concentrated to an oil. This was purified by ch... Reactants: CC(=O)[O-], COc1ccc2c(n1)c(C=O)c1n2CCCO1, C[N+](=O)[O-], [NH4+]. The product is COc1ccc2c(n1)c(C=C[N+](=O)[O-])c1n2CCCO1. As a reaction SMILES: [CH3:19][C:20](=[O:21])[O-:22].[CH3:1][O:2][c:3]1[cH:4][cH:5][c:6]2[c:7]([c:8]([CH:15]=[O:16])[c:9]3[n:14]2[CH2:13][CH2:12][CH2:11][O:10]3)[n:17]1.[N+:23](=[O:24])([O-:25])[CH3:26].[NH4+:18]>>[CH3:1][O:2][c:3]1[cH:4][cH:5][c:6]2[c:7]([c:8]([CH:15]=[CH:26][N+:23](=[O:24])[O-:25])[c:9]3[n:14]2[CH2:13][CH2:12][CH2:11][O:10]3)[n:17]1.